This data is from the Open Reaction Database (ORD), a public repository of structured organic reaction records. The task is: describe an organic reaction: reactants, conditions, products, and yield The reactants are O1CC(C1)=O (oxetan-3-one), C[Si](C)(C)C#N (trimethylsilyl cyanide), C(C1=CC=CC=C1)NCC1=CC=CC=C1 (dibenzylamine). Run in C(C)(=O)O (acetic acid). Run at time 8 hour. The product is C(C1=CC=CC=C1)N(C1(COC1)C#N)CC1=CC=CC=C1 (3-(Dibenzylamino)oxetane-3-carbonitrile). RXN SMILES: [O:1]1[CH2:4][C:3](=O)[CH2:2]1.C[Si]([C:10]#[N:11])(C)C.[CH2:12]([NH:19][CH2:20][C:21]1[CH:26]=[CH:25][CH:24]=[CH:23][CH:22]=1)[C:13]1[CH:18]=[CH:17][CH:16]=[CH:15][CH:14]=1>C(O)(=O)C>[CH2:20]([N:19]([CH2:12][C:13]1[CH:18]=[CH:17][CH:16]=[CH:15][CH:14]=1)[C:3]1([C:10]#[N:11])[CH2:4][O:1][CH2:2]1)[C:21]1[CH:26]=[CH:25][CH:24]=[CH:23][CH:22]=1. Reported procedure: 0.63 ml (10.8 mmol) of oxetan-3-one and 3.6 ml (27.1 mmol) of trimethylsilyl cyanide were added to 10.4 ml (54.1 mmol) of dibenzylamine in 72 ml of acetic acid. The reaction mixture was then stirred at RT overnight. The mixture was then concentrated, the residue was dissolved in water/diethyl ether and the aqueous phase was extracted twice with diethyl ether. The combined organic phases were washed twice with saturated aqueous sodium bicarbonate solution, dried over sodium sulphate, filtered and...